From a dataset of the Open Reaction Database (ORD), a public repository of structured organic reaction records. describe an organic reaction: reactants, conditions, products, and yield Reactants: C12C3CCC(C(CCC1)C2)C3 (tricyclo [4.3.1.12,5 ] undecane), liquid, BrBr (bromine), S(=O)(O)[O-].[Na+] (sodium hydrogensulfite), BrBr (bromine). Conditions: time 17 hour. Product: BrC12C3CCC(C(CCC1)C2)C3 (1-bromo-tricyclo [4.3.1.12,5 ] undecane). As a reaction SMILES: [CH:1]12[CH2:10][CH:6]([CH2:7][CH2:8][CH2:9]1)[CH:5]1[CH2:11][CH:2]2[CH2:3][CH2:4]1.[Br:12]Br.S([O-])(O)=O.[Na+]>>[Br:12][C:1]12[CH2:10][CH:6]([CH2:7][CH2:8][CH2:9]1)[CH:5]1[CH2:11][CH:2]2[CH2:3][CH2:4]1 |f:2.3|. Procedure: 1.0 Gram (4.8 millimoles) of tricyclo [4.3.1.12,5 ] undecane is added to 2 ml (38.7 millimoles) of liquid bromine and the entirety is stirred at room temperature for 17 hours. The reaction mixture is added slowly to a cooled, saturated solution of sodium hydrogensulfite under stirring to decompose excess bromine. The aqueous solution is subjected to two extractions each with 20 ml of carbon tetrachloride and the combined extracts are dried with magnesium sulfate. Carbon tetrachloride is distille... Conditions: time 8 hour. Reactants: C1(CCCCC1)N (cyclohexylamine), [N+](=[N-])=C1C=C(CCCCCCCC1)C1=CCCCCCCCCC1 (diazobicycloundecene), BrCC(=O)OC (methyl bromoacetate). Run in O1CCCC1 (tetrahydrofuran), O1CCCC1 (tetrahydrofuran). RXN SMILES: [CH:1]1([NH2:7])[CH2:6][CH2:5][CH2:4][CH2:3][CH2:2]1.[N+](=C1CCCCCCCCC(C2CCCCCCCCCC=2)=C1)=[N-].Br[CH2:33][C:34]([O:36][CH3:37])=[O:35]>O1CCCC1>[CH:1]1([NH:7][CH2:33][C:34]([O:36][CH3:37])=[O:35])[CH2:6][CH2:5][CH2:4][CH2:3][CH2:2]1. Reported procedure: A solution of cyclohexylamine (34.3 ml) and diazobicycloundecene (DBU, 44.8 ml) in dry tetrahydrofuran (500 ml) under a nitrogen atmosphere was cooled to 0° C. and was treated dropwise with a solution of methyl bromoacetate (28.4 ml) in tetrahydrofuran (50 ml). After stirring at room temperature overnight, the mixture was filtered to remove precipitated DBU-hydrobromide and the solvent evaporated. The resulting residue was dissolved in ether (200 ml), washed with water (2×100 ml), and brine (2×1... Product: C1(CCCCC1)NCC(=O)OC (Methyl N-cyclohexylglycinate). Yields the product C(CCC\C=C/CCCCCCCCCC)(=O)OCC (ethyl (Z)-hexadec-5-enoate), oil. Conditions: temperature 10 celsius, time 10 minute. Procedure: Undecyltriphenylphosphonium bromide (16.3 g, prepared by heating 1-bromoundecane and triphenylphosphine together in refluxing xylene) is suspended in dry ether (400 ml) and the mixture is stirred under nitrogen whilst 1.7 M butyllithium in hexane (47.5 ml) is added from a syringe. The resulting bright red solution is cooled to 10° C. and treated dropwise with ethyl 5-oxopentanoate (7.25 g) in dry ether (50 ml). After 10 minutes, water (200 ml) is added and when the solid product has dissolved th... Reactants: C(CCC)[Li] (butyllithium), [Br-].C(CCCCCCCCCC)[P+](C1=CC=CC=C1)(C1=CC=CC=C1)C1=CC=CC=C1 (Undecyltriphenylphosphonium bromide), O=CCCCC(=O)OCC (ethyl 5-oxopentanoate), BrCCCCCCCCCCC (1-bromoundecane), C1(=CC=CC=C1)P(C1=CC=CC=C1)C1=CC=CC=C1 (triphenylphosphine). Reaction SMILES: [Br-].[CH2:2]([P+](C1C=CC=CC=1)(C1C=CC=CC=1)C1C=CC=CC=1)[CH2:3][CH2:4][CH2:5][CH2:6][CH2:7][CH2:8][CH2:9][CH2:10][CH2:11][CH3:12].BrCCCCCCCCCCC.C1(P(C2C=CC=CC=2)C2C=CC=CC=2)C=CC=CC=1.C([Li])CCC.O=[CH:69][CH2:70][CH2:71][CH2:72][C:73]([O:75][CH2:76][CH3:77])=[O:74]>CCOCC.CCCCCC.O.C1(C)C(C)=CC=CC=1>[C:73]([O:75][CH2:76][CH3:77])(=[O:74])[CH2:72][CH2:71][CH2:70]/[CH:69]=[CH:2]\[CH2:3][CH2:4][CH2:5][CH2:6][CH2:7][CH2:8][CH2:9][CH2:10][CH2:11][CH3:12] |f:0.1|. Run in CCOCC (ether), CCCCCC (hexane), C=1(C(=CC=CC1)C)C (xylene), O (water), CCOCC (ether), CCOCC (ether). The reactants are BrCCCCCCOCCC#C (4-[(6-bromohexyl)oxy]but-1-yne), C1(CCCC1)S(=O)(=O)C1=CC(=CC=C1)I (1-(cyclopentylsulfonyl)-3-iodobenzene). Reagents/catalysts: [Cu](I)I (copper iodide), Cl[Pd]([P](C1=CC=CC=C1)(C2=CC=CC=C2)C3=CC=CC=C3)([P](C4=CC=CC=C4)(C5=CC=CC=C5)C6=CC=CC=C6)Cl (dichlorobis(triphenylphosphine)palladium(II)). Run in CC#N (MeCN), C(C)N(CC)CC (triethylamine). Run at time 3 hour. Product: BrCCCCCCOCCC#CC1=CC(=CC=C1)S(=O)(=O)C1CCCC1 (1-{4-[(6-Bromohexyl)oxy]-1-butyn-1-yl}-3-(cyclopentylsulfonyl)benzene). As a reaction SMILES: [Br:1][CH2:2][CH2:3][CH2:4][CH2:5][CH2:6][CH2:7][O:8][CH2:9][CH2:10][C:11]#[CH:12].[CH:13]1([S:18]([C:21]2[CH:26]=[CH:25][CH:24]=[C:23](I)[CH:22]=2)(=[O:20])=[O:19])[CH2:17][CH2:16][CH2:15][CH2:14]1>CC#N.C(N(CC)CC)C.[Cu](I)I.Cl[Pd](Cl)([P](C1C=CC=CC=1)(C1C=CC=CC=1)C1C=CC=CC=1)[P](C1C=CC=CC=1)(C1C=CC=CC=1)C1C=CC=CC=1>[Br:1][CH2:2][CH2:3][CH2:4][CH2:5][CH2:6][CH2:7][O:8][CH2:9][CH2:10][C:11]#[C:12][C:23]1[CH:24]=[CH:25][CH:26]=[C:21]([S:18]([CH:13]2[CH2:17][CH2:16][CH2:15][CH2:14]2)(=[O:20])=[O:19])[CH:22]=1 |^1:43,62|. Procedure details: A solution of 4-[(6-bromohexyl)oxy]-1-butyne (DE 3513885 A1) (288.9 mg) and 1-(cyclopentylsulfonyl)-3-iodobenzene (500 mg) in MeCN (20 ml) and triethylamine (345 μl) was treated with copper iodide (11.78 mg) and dichlorobis(triphenylphosphine)palladium(II) (43.4 mg) and stirred at room temperature for 3 h. The reaction mixture was partitioned between EtOAc and water, the organic phase was dried (MgSO4) and concentrated in vacuo. The mixture was purified by column chromatography (SPE bond elut, g... Starting materials: N1=CC=CC=C1 (pyridine), Cl.NO (hydroxylamine hydrochloride), CC1=NON=C1C(=O)C1=CC=CC=C1 ((3-methyl-1, 2, 5-oxadiazol-4-yl) phenylmethanone). The solvent is C(C)(=O)OCC (ethyl acetate). Reaction conditions: temperature 70 celsius. Product: CC1=NON=C1/C(=N/O)/C1=CC=CC=C1 ((E)-(3-methyl-1, 2, 5-oxadiazol-4-yl)phenylmethanone oxime). Yield: 21.6%. RXN SMILES: N1C=CC=CC=1.Cl.[NH2:8][OH:9].[CH3:10][C:11]1[C:15]([C:16]([C:18]2[CH:23]=[CH:22][CH:21]=[CH:20][CH:19]=2)=O)=[N:14][O:13][N:12]=1>C(OCC)(=O)C>[CH3:10][C:11]1[C:15](/[C:16](/[C:18]2[CH:23]=[CH:22][CH:21]=[CH:20][CH:19]=2)=[N:8]/[OH:9])=[N:14][O:13][N:12]=1 |f:1.2|. Reported procedure: A pyridine (55 ml) solution of hydroxylamine hydrochloride (5.19 g, 73.0 mmol) was added to (3-methyl-1, 2, 5-oxadiazol-4-yl) phenylmethanone (3.43 g, 18.0 mmol) and heated to 70° C. for 21 hours with stirring. After the reacted solution was condensed, the residue was dissolved in ethyl acetate. After washing with diluted hydrochloride and subsequent washing with water, the residue was dried with magnesium carbonate. After removing the solvent and purifying the residue by column chromatography, ... Starting materials: C=1C2=C(NN1)N=CNC2=O (allopurinol), P(=O)(Cl)(Cl)Cl (phosphoryl chloride), C(C)(C)N(CC)C(C)C (diisopropylethylamine). Run in C1(=CC=CC=C1)C (toluene). Reaction conditions: temperature 80 celsius, time 8 hour. The product is ClC1=C2C(=NC=N1)NN=C2 (4-Chloro-1H-pyrazolo[3,4-d]pyrimidine). Yield: 70.5%. RXN SMILES: [CH:1]1[C:2]2[C:9](=O)[NH:8][CH:7]=[N:6][C:3]=2[NH:4][N:5]=1.P(Cl)(Cl)([Cl:13])=O.C(N(C(C)C)CC)(C)C>C1(C)C=CC=CC=1>[Cl:13][C:9]1[N:8]=[CH:7][N:6]=[C:3]2[NH:4][N:5]=[CH:1][C:2]=12. Procedure details: To a solution of allopurinol (20 g, 146.94 mmoles) in toluene (205.71 mL), add phosphoryl chloride (68.27 mL, 734.68 mmoles) and diisopropylethylamine (56.38 mL, 323.26 mmoles) and heat the mixture at 80° C. for 2 hours. Remove the solvent in vacuo to half and pour the mixture into 2 M potassium phosphate, dibasic (734.68 mL, 1.47 moles) in water at 4° C. Stir the mixture overnight at room temperature. Filter off the precipitate through a pad of celite and wash it subsequently with EtOAc. Separa...